This data is from the Open Reaction Database (ORD), a public repository of structured organic reaction records. The task is: describe an organic reaction: reactants, conditions, products, and yield Starting materials: CC(=CCC(=O)OC)CCCC(CCCC(C)C)C (methyl 4,8,12-trimethyltridec-3-enoate), O=C1C(O)=C(O)[C@H](O1)[C@@H](O)CO (ascorbic acid), O (water). The solvent is S(O)(O)(=O)=O (sulfuric acid). Reaction conditions: time 24 hour. Yields the product CC(=CCC(=O)OC=1C(=O)O[C@@H](C1O)[C@@H](O)CO)CCCC(CCCC(C)C)C (mono-O-(4,8,12-trimethyltridec-3-enoyl)ascorbic acid). Reaction SMILES: [O:1]=[C:2]1[O:8][C@H:7]([C@H:9]([CH2:11][OH:12])[OH:10])[C:5]([OH:6])=[C:3]1[OH:4].[CH3:13][C:14]([CH2:21][CH2:22][CH2:23][CH:24]([CH3:31])[CH2:25][CH2:26][CH2:27][CH:28]([CH3:30])[CH3:29])=[CH:15][CH2:16][C:17](OC)=[O:18].O>S(=O)(=O)(O)O>[CH3:13][C:14]([CH2:21][CH2:22][CH2:23][CH:24]([CH3:31])[CH2:25][CH2:26][CH2:27][CH:28]([CH3:30])[CH3:29])=[CH:15][CH2:16][C:17]([O:4][C:3]1[C:2]([O:8][C@H:7]([C@H:9]([CH2:11][OH:12])[OH:10])[C:5]=1[OH:6])=[O:1])=[O:18]. Procedure details: 0.65 g (3.7 mmol) of ascorbic acid was dissolved in concentrated sulfuric acid (18 mL). After addition of 1.0 g (3.7 mmol) of methyl 4,8,12-trimethyltridec-3-enoate, the mixture was stirred for 24 hours at room temperature. The reaction mixture was poured into iced water, and extracted with ethyl acetate. The extract was washed with water, 1M hydrochloric acid, saturated sodium bicarbonate aqueous solution, and saturated brine, successively, and dried over anhydrous sodium sulfate. After filtrat... Starting materials: C(C)N(C(C)C)C(C)C (N-ethyl-N-isopropylpropan-2-amine), ClC=1C=C2C(=C(C(C3(CCOCC3)C2=CC1)=O)C(=O)OCC)O (Ethyl 6-chloro-4-hydroxy-2-oxo-2′,3′,5′,6′-tetrahydro-spiro[naphthalene-1,4′-pyran]-3-carboxylate), Cl.C(C)(C)(C)OC([C@H](N)C)=O (D-Alanine tert-butyl ester hydrochloride). Solvent: CCOC(=O)C (EtOAc), O1CCOCC1 (1,4-dioxane). Run at temperature 80 celsius. Product: ClC=1C=C2C(=C(C(C3(CCOCC3)C2=CC1)=O)C(=O)N[C@H](C)C(=O)OC(C)(C)C)O (1,1-Dimethylethyl N-((6-chloro-4-hydroxy-2-oxo-2′,3′,5′,6′-tetrahydro-2H-spiro[naphthalene-1,4′-pyran]-3-yl)carbonyl)-D-alaninate). Isolated yield 54.9%. As a reaction SMILES: [Cl:1][C:2]1[CH:3]=[C:4]2[C:14](=[CH:15][CH:16]=1)[C:8]1([CH2:13][CH2:12][O:11][CH2:10][CH2:9]1)[C:7](=[O:17])[C:6]([C:18](OCC)=[O:19])=[C:5]2[OH:23].C(N(C(C)C)C(C)C)C.Cl.[C:34]([O:38][C:39](=[O:43])[C@@H:40]([CH3:42])[NH2:41])([CH3:37])([CH3:36])[CH3:35]>O1CCOCC1.CCOC(C)=O>[Cl:1][C:2]1[CH:3]=[C:4]2[C:14](=[CH:15][CH:16]=1)[C:8]1([CH2:13][CH2:12][O:11][CH2:10][CH2:9]1)[C:7](=[O:17])[C:6]([C:18]([NH:41][C@@H:40]([C:39]([O:38][C:34]([CH3:37])([CH3:36])[CH3:35])=[O:43])[CH3:42])=[O:19])=[C:5]2[OH:23] |f:2.3|. Procedure details: Ethyl 6-chloro-4-hydroxy-2-oxo-2′,3′,5′,6′-tetrahydro-spiro[naphthalene-1,4′-pyran]-3-carboxylate (705 mg, 2093 μmol, prepared in Example 1 A-C) was dissolved in 1,4-dioxane (2093 μL) and N-ethyl-N-isopropylpropan-2-amine (1094 μL, 6280 μmol). D-Alanine tert-butyl ester hydrochloride (570 mg, 3140 μmol) was added, and the reaction mixture was heated to 80° C. for 24 hours. The resulting mixture was then diluted with 150 mL of EtOAc, added to a separatory funnel, partitioned with NaHCO3 (saturate... Starting materials: O (water), C([O-])([O-])=O.[K+].[K+] (potassium carbonate), CON=CC1=C(C=C(C(=C1)N1C(NC(=CC1=O)C(F)(F)F)=O)F)Cl (2-chloro-4-fluoro-5-(6-trifluoromethyl-2,4(1H,3H)-pyrimidinedion-3-yl)benzaldehyde (O-methyl)oxime), CI (methyl iodide). Run in CN(C=O)C (dimethylformamide), CN(C=O)C (dimethylformamide). Run at temperature 20 celsius, time 20 hour. Product: CON=CC1=C(C=C(C(=C1)N1C(N(C(=CC1=O)C(F)(F)F)C)=O)F)Cl (2-Chloro-4-fluoro-5-(1-methyl-6-trifluoromethyl-2,4(1H,3H)-pyrimidinedion-3-yl)benzaldehyde (O-methyl)oxime). Reaction SMILES: [C:1](=[O:4])([O-])[O-].[K+].[K+].[CH3:7][O:8][N:9]=[CH:10][C:11]1[CH:16]=[C:15]([N:17]2[C:22](=[O:23])[CH:21]=[C:20]([C:24]([F:27])([F:26])[F:25])[NH:19][C:18]2=O)[C:14]([F:29])=[CH:13][C:12]=1[Cl:30].CI.O>CN(C)C=O>[CH3:7][O:8][N:9]=[CH:10][C:11]1[CH:16]=[C:15]([N:17]2[C:22](=[O:23])[CH:21]=[C:20]([C:24]([F:25])([F:26])[F:27])[N:19]([CH3:18])[C:1]2=[O:4])[C:14]([F:29])=[CH:13][C:12]=1[Cl:30] |f:0.1.2|. Procedure: First, 117.1 g (0.85 mol) of potassium carbonate were added to a solution of 281.6 g (0.77 mol) of 2-chloro-4-fluoro-5-(6-trifluoromethyl-2,4(1H,3H)-pyrimidinedion-3-yl)benzaldehyde (O-methyl)oxime in 0.8 l of dimethylformamide, whereupon a solution of 120.2 g of methyl iodide (0.85 mol) in 0.1 l of dimethylformamide was added dropwise in the course of 1 hour. The reaction mixture was subsequently stirred for 20 hours at approximately 20° C., and 0.9 l of water was subsequently added dropwise wi... The reactants are BrC=1NC=2C=CC=C3C2C1CCNC3=O (2-Bromo-3,4,5,6-tetrahydro-1H-azepino[5,4,3-cd]indol-6-one), C(=O)([O-])[O-].[K+].[K+] (K2CO3), [N+](=O)([O-])C=1C=C(C=CC1)B(O)O (m-nitrophenylboronic acid), O (water). Solvent: O1CCOCC1 (1,4-dioxane). Run at temperature 100 celsius. The product is [N+](=O)([O-])C=1C=C(C=CC1)C=1NC=2C=CC=C3C2C1CCNC3=O (2-(3-Nitrophenyl)-3,4,5,6-tetrahydro-1H-azepino[5,4,3-cd]indol-6-one). As a reaction SMILES: Br[C:2]1[NH:3][C:4]2[CH:5]=[CH:6][CH:7]=[C:8]3[C:14](=[O:15])[NH:13][CH2:12][CH2:11][C:10]=1[C:9]=23.C([O-])([O-])=O.[K+].[K+].[N+:22]([C:25]1[CH:26]=[C:27](B(O)O)[CH:28]=[CH:29][CH:30]=1)([O-:24])=[O:23].O>O1CCOCC1>[N+:22]([C:25]1[CH:30]=[C:29]([C:2]2[NH:3][C:4]3[CH:5]=[CH:6][CH:7]=[C:8]4[C:14](=[O:15])[NH:13][CH2:12][CH2:11][C:10]=2[C:9]=34)[CH:28]=[CH:27][CH:26]=1)([O-:24])=[O:23] |f:1.2.3|. Procedure details: Tricyclic bromide 11 (27 mg, 0.10 mmol) in 1,4-dioxane (1.0 mL) was treated with solid K2CO3 (41 mg, 0.30 mmol), m-nitrophenylboronic acid (34 mg, 0.20 mmol), and water (0.25 mL). The solution was degassed and tetrakis(triphenylphosphine)palladium(0) (12 mg, 10 mol %) was added. The solution was heated at 100° C. for 1 h, then cooled to ambient temperature and diluted with water (2 mL). The aqueous layer was adjusted to pH=7-8 with saturated aqueous K2CO3 and extracted with EtOAc (5 mL×3). The o... The reactants are COC=1C=C(C=CC1)C12C(CNCCC1)CCC2 (5a-(3-methoxyphenyl)-decahydrocyclopent[c]azepine), C1(CC1)C(=O)Cl (cyclopropylformyl chloride), CN(C=O)C (N,N-dimethylformamide). Run in C(C)N(CC)CC (triethylamine). Product: C1(CC1)C(=O)N1CC2C(CCC1)(CCC2)C2=CC(=CC=C2)OC (2-cyclopropylformyl-5a-(3-methoxyphenyl)-decahydrocyclopent[c]azepine). RXN SMILES: [CH3:1][O:2][C:3]1[CH:4]=[C:5]([C:9]23[CH2:18][CH2:17][CH2:16][CH:10]2[CH2:11][NH:12][CH2:13][CH2:14][CH2:15]3)[CH:6]=[CH:7][CH:8]=1.[CH:19]1([C:22](Cl)=[O:23])[CH2:21][CH2:20]1.CN(C)C=O>C(N(CC)CC)C>[CH:19]1([C:22]([N:12]2[CH2:13][CH2:14][CH2:15][C:9]3([C:5]4[CH:6]=[CH:7][CH:8]=[C:3]([O:2][CH3:1])[CH:4]=4)[CH2:18][CH2:17][CH2:16][CH:10]3[CH2:11]2)=[O:23])[CH2:21][CH2:20]1. Reported procedure: A solution of 1.1 g. of 5a-(3-methoxyphenyl)-decahydrocyclopent[c]azepine and 1.3 g. of cyclopropylformyl chloride in 20 ml. of N,N-dimethylformamide containing 1.4 g. of triethylamine was stirred at 25° C. for eight hours. The reaction mixture then was added to 200 ml. of water, and the aqueous solution was extracted several times with diethyl ether. The ethereal extracts were combined, and the solvent was removed therefrom by evaporation under reduced pressure to provide 2-cyclopropylformyl-5a... Reactants: [Br-], O=C([O-])[O-], CC(C)(C#N)C(O)CC(=O)O, Cc1ccccc1, COS(=O)(=O)OC, CCCC[N+](CCCC)(CCCC)CCCC, [K+], [K+], O. Product: COC(=O)CC(O)C(C)(C)C#N. Reaction SMILES: [Br-:33].[C:19](=[O:20])([O-:21])[O-:22].[C:1](#[N:2])[C:3]([CH:4]([CH2:5][C:6](=[O:7])[OH:8])[OH:9])([CH3:10])[CH3:11].[CH3:12][c:13]1[cH:14][cH:15][cH:16][cH:17][cH:18]1.[CH3:25][O:26][S:27]([O:28][CH3:29])(=[O:30])=[O:31].[CH3:34][CH2:35][CH2:36][CH2:37][N+:38]([CH2:39][CH2:40][CH2:41][CH3:42])([CH2:43][CH2:44][CH2:45][CH3:46])[CH2:47][CH2:48][CH2:49][CH3:50].[K+:23].[K+:24].[OH2:32]>>[C:1](#[N:2])[C:3]([CH:4]([CH2:5][C:6](=[O:7])[O:8][CH3:12])[OH:9])([CH3:10])[CH3:11]. Reactants: [OH-].[Li+] (Lithium hydroxide), BrC=1C=C(C=2C=NN(C2C1)S(=O)(=O)C1=CC=C(C=C1)C)C(=O)OC (methyl 6-bromo-1-[(4-methylphenyl)sulfonyl]-1H-indazole-4-carboxylate), Cl (HCl). Run in O1CCCC1 (tetrahydrofuran), O (water). Reaction conditions: time 1 hour. The product is BrC=1C=C(C=2C=NN(C2C1)S(=O)(=O)C1=CC=C(C=C1)C)C(=O)O (6-Bromo-1-[(4-methylphenyl)sulfonyl]-1H-indazole-4-carboxylic acid). Yield: 65.8%. As a reaction SMILES: [OH-].[Li+].[Br:3][C:4]1[CH:5]=[C:6]([C:23]([O:25]C)=[O:24])[C:7]2[CH:8]=[N:9][N:10]([S:13]([C:16]3[CH:21]=[CH:20][C:19]([CH3:22])=[CH:18][CH:17]=3)(=[O:15])=[O:14])[C:11]=2[CH:12]=1.Cl>O1CCCC1.O>[Br:3][C:4]1[CH:5]=[C:6]([C:23]([OH:25])=[O:24])[C:7]2[CH:8]=[N:9][N:10]([S:13]([C:16]3[CH:17]=[CH:18][C:19]([CH3:22])=[CH:20][CH:21]=3)(=[O:15])=[O:14])[C:11]=2[CH:12]=1 |f:0.1|. Procedure: Lithium hydroxide (0.774 g, 32.3 mmol) was added to a stirred suspension of methyl 6-bromo-1-[(4-methylphenyl)sulfonyl]-1H-indazole-4-carboxylate (5.51 g, 13.46 mmol) in tetrahydrofuran (50 ml) and water (15 ml) and the reaction mixture was stirred at RT for 1 h. The reaction mixture was poured onto 2N HCl (800 ml) with stirring. The precipitate formed was filtered off under vacuum and dried at 50° C. in a vacuum oven for 18 h to give the title compound as a yellow solid (3.5 g). Reactants: CCc1cnc(CC)c(NC2c3ccccc3CC2O)n1, NC1c2ccccc2CCC1O. Product: CCc1cnc(CC)c(NC2c3ccccc3CCC2O)n1. Reaction SMILES: [CH2:1]([CH3:2])[c:3]1[c:4]([NH:11][CH:12]2[CH:13]([OH:21])[CH2:14][c:15]3[cH:16][cH:17][cH:18][cH:19][c:20]32)[n:5][c:6]([CH2:9][CH3:10])[cH:7][n:8]1.[NH2:22][CH:23]1[c:24]2[c:25]([cH:26][cH:27][cH:28][cH:29]2)[CH2:30][CH2:31][CH:32]1[OH:33]>>[CH2:1]([CH3:2])[c:3]1[c:4]([NH:11][CH:12]2[CH:13]([OH:21])[CH2:14][CH2:23][c:15]3[cH:16][cH:17][cH:18][cH:19][c:20]32)[n:5][c:6]([CH2:9][CH3:10])[cH:7][n:8]1. Starting materials: O1CCOC12CN(CC2)C2=C(C=C(C=C2)N2C(C1=CC=C(C=C1CC2)O)=O)F (2-[4-(1,4-dioxa-7-aza-spiro[4.4]non-7-yl)-3-fluorophenyl]-6-hydroxy-3,4-dihydro-2H-isoquinolin-1-one), CS(=O)(=O)C[C@H]1OCCC1 ((S)-2-methanesulfonylmethyl-tetrahydrofuran), C([O-])([O-])=O.[Cs+].[Cs+] (cesium carbonate). Solvent: CN(C)C=O (DMF), C(C)(=O)OCC (ethyl acetate), O (water). Run at temperature 75 celsius. The product is O1CCOC12CN(CC2)C2=C(C=C(C=C2)N2C(C1=CC=C(C=C1CC2)OC[C@H]2OCCC2)=O)F (2-[4-(1,4-Dioxa-7-aza-spiro[4.4]non-7-yl)-3-fluorophenyl]-6-[(S)-1-(tetrahydrofuran-2-yl)methoxy]-3,4-dihydro-2H-isoquinolin-1-one). Reaction SMILES: [O:1]1[C:5]2([CH2:9][CH2:8][N:7]([C:10]3[CH:15]=[CH:14][C:13]([N:16]4[CH2:25][CH2:24][C:23]5[C:18](=[CH:19][CH:20]=[C:21]([OH:26])[CH:22]=5)[C:17]4=[O:27])=[CH:12][C:11]=3[F:28])[CH2:6]2)[O:4][CH2:3][CH2:2]1.CS([CH2:33][C@@H:34]1[CH2:38][CH2:37][CH2:36][O:35]1)(=O)=O.C(=O)([O-])[O-].[Cs+].[Cs+]>CN(C=O)C.C(OCC)(=O)C.O>[O:4]1[C:5]2([CH2:9][CH2:8][N:7]([C:10]3[CH:15]=[CH:14][C:13]([N:16]4[CH2:25][CH2:24][C:23]5[C:18](=[CH:19][CH:20]=[C:21]([O:26][CH2:33][C@@H:34]6[CH2:38][CH2:37][CH2:36][O:35]6)[CH:22]=5)[C:17]4=[O:27])=[CH:12][C:11]=3[F:28])[CH2:6]2)[O:1][CH2:2][CH2:3]1 |f:2.3.4|. Procedure details: A mixture of 2-[4-(1,4-dioxa-7-aza-spiro[4.4]non-7-yl)-3-fluorophenyl]-6-hydroxy-3,4-dihydro-2H-isoquinolin-1-one (6.9 g), (S)-2-methanesulfonylmethyl-tetrahydrofuran (3.9 g) and cesium carbonate (17.6 g) in DMF (81.6 mL) was heated overnight at 75° C. Then the reaction mixture was diluted with ethyl acetate and water. The organic phase was washed several times with water, dried over sodium sulfate and the solvent was removed in vacuum. In this way the product was obtained with molecular weight ...